From a dataset of the Open Reaction Database (ORD), a public repository of structured organic reaction records. describe an organic reaction: reactants, conditions, products, and yield Starting materials: CSC[C@H](NC(C)=O)C(=O)O (S-methyl-N-acetyl-L-cysteine), N1CCCC1 (pyrrolidine), C(C)N (ethylamine), C(C)SC[C@H](NC(C)=O)C(=O)O (S-ethyl-N-acetyl-L-cysteine). The product is C(C)(=O)N[C@@H](CSCC)C(=O)N1CCCC1 (N-(N-Acetyl-S-ethyl-L-cysteinyl)pyrrolidine). Reaction SMILES: CS[CH2:3][C@@H:4](C(O)=O)[NH:5][C:6](=O)[CH3:7].C(N)C.[CH2:15]([S:17][CH2:18][C@@H:19]([C:24]([OH:26])=O)[NH:20][C:21](=[O:23])[CH3:22])[CH3:16].N1CCCC1>>[C:21]([NH:20][C@H:19]([C:24]([N:5]1[CH2:4][CH2:3][CH2:7][CH2:6]1)=[O:26])[CH2:18][S:17][CH2:15][CH3:16])(=[O:23])[CH3:22]. Procedure details: N-(N-Acetyl-S-ethyl-L-cysteinyl)pyrrolidine was synthesized in exactly the same manner as described in Example 14 except that the S-methyl-N-acetyl-L-cysteine and aqueous 70% ethylamine solution used in that example were replaced by S-ethyl-N-acetyl-L-cysteine and pyrrolidine, respectively. Starting materials: BrC1=C(N=CN1C)C1=NC=CC(=C1)C#N (2-(5-bromo-1-methyl-1H-imidazol-4-yl)pyridine-4-carbonitrile), C(C1=CC=CC=C1)OC=1C=C(C=CC1Cl)B(O)O (3-benzyloxy-4-chlorophenyl boronic acid). Yields the product ClC1=C(C=C(C=C1)C1=C(N=CN1C)C1=NC=CC(=C1)C#N)OCC1=CC=CC=C1 (2-[5-(4-chloro-3-phenylmethoxyphenyl)-1-methylimidazol-4-yl]pyridine-4-carbonitrile). RXN SMILES: Br[C:2]1[N:6]([CH3:7])[CH:5]=[N:4][C:3]=1[C:8]1[CH:13]=[C:12]([C:14]#[N:15])[CH:11]=[CH:10][N:9]=1.[CH2:16]([O:23][C:24]1[CH:25]=[C:26](B(O)O)[CH:27]=[CH:28][C:29]=1[Cl:30])[C:17]1[CH:22]=[CH:21][CH:20]=[CH:19][CH:18]=1>>[Cl:30][C:29]1[CH:28]=[CH:27][C:26]([C:2]2[N:6]([CH3:7])[CH:5]=[N:4][C:3]=2[C:8]2[CH:13]=[C:12]([C:14]#[N:15])[CH:11]=[CH:10][N:9]=2)=[CH:25][C:24]=1[O:23][CH2:16][C:17]1[CH:18]=[CH:19][CH:20]=[CH:21][CH:22]=1. Procedure details: The title compound was prepared from 2-(5-bromo-1-methyl-1H-imidazol-4-yl)pyridine-4-carbonitrile (PREPARATION 2) and 3-benzyloxy-4-chlorophenyl boronic acid according to the procedure for the preparation of Example 3, part A. [M+H] Calc'd for C23H17ClN4O, 401. Found, 401. The reactants are CO, CCN(C(C)C)C(C)C, FC(F)(F)Oc1ccc(C2COCc3c(Cl)nc(Cl)nc32)cc1, Cl, FC1CCNC1. Yields the product FC1CCN(c2nc(Cl)nc3c2COCC3c2ccc(OC(F)(F)F)cc2)C1. Reaction SMILES: [CH3:40][OH:41].[CH:24]([N:25]([CH2:26][CH3:27])[CH:28]([CH3:29])[CH3:30])([CH3:31])[CH3:32].[Cl:1][c:2]1[n:3][c:4]([Cl:23])[c:5]2[c:6]([n:7]1)[CH:8]([c:12]1[cH:13][cH:14][c:15]([O:18][C:19]([F:20])([F:21])[F:22])[cH:16][cH:17]1)[CH2:9][O:10][CH2:11]2.[ClH:39].[F:33][CH:34]1[CH2:35][NH:36][CH2:37][CH2:38]1>>[Cl:1][c:2]1[n:3][c:4]([N:36]2[CH2:35][CH:34]([F:33])[CH2:38][CH2:37]2)[c:5]2[c:6]([n:7]1)[CH:8]([c:12]1[cH:13][cH:14][c:15]([O:18][C:19]([F:20])([F:21])[F:22])[cH:16][cH:17]1)[CH2:9][O:10][CH2:11]2. As a reaction SMILES: [Cl:1][c:2]1[cH:3][c:4]([C:20]([F:21])([F:22])[F:23])[c:5]([CH2:6][n:7]2[n:8][cH:9][c:10]3[cH:11][c:12]([CH:16]=[O:17])[cH:13][cH:14][c:15]23)[cH:18][cH:19]1.[O:24]=[C:25]1[N:26]=[C:27]([N:30]2[CH2:31][CH2:32][CH:33]([C:36](=[O:37])[NH:38][S:39](=[O:40])(=[O:41])[N:42]3[CH2:43][CH2:44][CH2:45][CH2:46]3)[CH2:34][CH2:35]2)[S:28][CH2:29]1>>[Cl:1][c:2]1[cH:3][c:4]([C:20]([F:21])([F:22])[F:23])[c:5]([CH2:6][n:7]2[n:8][cH:9][c:10]3[cH:11][c:12]([CH:16]=[C:29]4[C:25](=[O:24])[N:26]=[C:27]([N:30]5[CH2:31][CH2:32][CH:33]([C:36](=[O:37])[NH:38][S:39](=[O:40])(=[O:41])[N:42]6[CH2:43][CH2:44][CH2:45][CH2:46]6)[CH2:34][CH2:35]5)[S:28]4)[cH:13][cH:14][c:15]23)[cH:18][cH:19]1. Yields the product O=C1N=C(N2CCC(C(=O)NS(=O)(=O)N3CCCC3)CC2)SC1=Cc1ccc2c(cnn2Cc2ccc(Cl)cc2C(F)(F)F)c1. The reactants are O=Cc1ccc2c(cnn2Cc2ccc(Cl)cc2C(F)(F)F)c1, O=C1CSC(N2CCC(C(=O)NS(=O)(=O)N3CCCC3)CC2)=N1.